From a dataset of the Open Reaction Database (ORD), a public repository of structured organic reaction records. describe an organic reaction: reactants, conditions, products, and yield Starting materials: COC=1C=CC2=C(SC(=C2)B(O)O)C1 (6-methoxybenzo[b]thiophene-2-boronic acid), C(CCCCC)C1=CC=C(C=C1)Br (4-hexylbromobenzene). The product is C(CCCCC)C1=CC=C(C=C1)C1=CC2=C(S1)C=C(C=C2)OCCCCCCCC (2-(4-Hexylphenyl)-6-octyloxybenzo[b]thiophene). As a reaction SMILES: [CH3:1][O:2][C:3]1[CH:4]=[CH:5][C:6]2[CH:10]=[C:9](B(O)O)[S:8][C:7]=2[CH:14]=1.[CH2:15]([C:21]1[CH:26]=[CH:25][C:24](Br)=[CH:23][CH:22]=1)[CH2:16][CH2:17][CH2:18][CH2:19][CH3:20]>>[CH2:15]([C:21]1[CH:26]=[CH:25][C:24]([C:9]2[S:8][C:7]3[CH:14]=[C:3]([O:2][CH2:1][CH2:5][CH2:4][CH2:3][CH2:14][CH2:7][CH2:6][CH3:10])[CH:4]=[CH:5][C:6]=3[CH:10]=2)=[CH:23][CH:22]=1)[CH2:16][CH2:17][CH2:18][CH2:19][CH3:20]. Procedure: is prepared analogously to Reference 14 (p. 16) from 6-methoxybenzo[b]thiophene-2-boronic acid and 4-hexylbromobenzene in a Suzuki reaction. The 2-(4-hexylphenyl)-6-methoxybenzo[b]thiophene obtained as the primary product is subjected to ether cleavage by means of hydrobromic acid/glacial acetic acid. The resultant hydroxyl compound gives the target compound in a Williamson ether synthesis using octyl bromide in 2-butanone in the presence of potassium carbonate.